Dataset: the Open Reaction Database (ORD), a public repository of structured organic reaction records. Task: describe an organic reaction: reactants, conditions, products, and yield Starting materials: solution, [F-].C(CCC)[N+](CCCC)(CCCC)CCCC (tetrabutylammonium fluoride), [Si](C1=CC=CC=C1)(C1=CC=CC=C1)(C(C)(C)C)O[C@H]1C[C@H](CCC1)CC=C(C(=O)OC(C)(C)C)CC (tert-butyl 4-[cis-3-(tert-butyl-diphenylsilanyloxy)cyclohexyl]-2-ethylbut-2-enoate). The product is C(C)C(C(=O)OC(C)(C)C)=CC[C@@H]1C[C@@H](CCC1)O (tert-Butyl 2-ethyl-4-(cis-3-hydroxycyclohexyl)but-2-enoate). Procedure details: 1.3.11 g of tert-butyl 4-[cis-3-(tert-butyl-diphenylsilanyloxy)cyclohexyl]-2-ethylbut-2-enoate are dissolved in 20 ml of tetrahydrofuran, and 15.7 ml of a 1M solution of tetrabutylammonium fluoride in tetrahydrofuran are added. The mixture is stirred at 60° C. for 2 hours. The reaction mixture is concentrated under reduced pressure and purified on silica gel using the mobile phase n-heptane:ethyl acetate=30:1=>ethyl acetate. This gives 1.65 g of tert-butyl 2-ethyl4-(cis-3-hydroxycyclohexyl]but-2... Run at temperature 60 celsius, time 2 hour. Solvent: O1CCCC1 (tetrahydrofuran), O1CCCC1 (tetrahydrofuran). Reaction SMILES: [Si]([O:18][C@@H:19]1[CH2:24][CH2:23][CH2:22][C@H:21]([CH2:25][CH:26]=[C:27]([CH2:35][CH3:36])[C:28]([O:30][C:31]([CH3:34])([CH3:33])[CH3:32])=[O:29])[CH2:20]1)(C(C)(C)C)(C1C=CC=CC=1)C1C=CC=CC=1.[F-].C([N+](CCCC)(CCCC)CCCC)CCC>O1CCCC1>[CH2:35]([C:27](=[CH:26][CH2:25][C@H:21]1[CH2:22][CH2:23][CH2:24][C@@H:19]([OH:18])[CH2:20]1)[C:28]([O:30][C:31]([CH3:34])([CH3:32])[CH3:33])=[O:29])[CH3:36] |f:1.2|. The reactants are O=C1NC2=CC=C(C=C2C1=C(C#N)C#N)S(=O)(=O)N1C(CCC1)COC1=CC=CC=C1 (2-[2-Oxo-5-(2-phenoxymethyl-pyrrolidine-1-sulfonyl)-1,2-dihydro-indol-3-yl-idene]-malononitrile), BrC1=CC=C(CN2C(C(C3=CC(=CC=C23)S(=O)(=O)N2C(CCC2)COC=2C=NC=CC2)=O)=O)C=C1 (1-(4-Bromo-benzyl)-5-[2-(pyridin-3-yl-oxymethyl)-pyrrolidine-1-sulfonyl]-1H-indole-2,3-dione). Product: BrC1=CC=C(CN2C(C(C3=CC(=CC=C23)S(=O)(=O)N2C(CCC2)COC=2C=NC=CC2)=C(C#N)C#N)=O)C=C1 (2-{1-(4-Bromo-benzyl)-2-oxo-5-[2-(pyndine-3-yloxymethyl)-pyrrolidine-1-sulfonyl]-1,2-dihydro-indol-3-yl-idene}-malononitrile). Yield: 45.0%. Reaction SMILES: O=C1C(=[C:11]([C:14]#[N:15])[C:12]#[N:13])C2C(=CC=C(S(N3CCCC3COC3C=CC=CC=3)(=O)=O)C=2)N1.[Br:32][C:33]1[CH:66]=[CH:65][C:36]([CH2:37][N:38]2[C:46]3[C:41](=[CH:42][C:43]([S:47]([N:50]4[CH2:54][CH2:53][CH2:52][CH:51]4[CH2:55][O:56][C:57]4[CH:58]=[N:59][CH:60]=[CH:61][CH:62]=4)(=[O:49])=[O:48])=[CH:44][CH:45]=3)[C:40](=O)[C:39]2=[O:64])=[CH:35][CH:34]=1>>[Br:32][C:33]1[CH:34]=[CH:35][C:36]([CH2:37][N:38]2[C:46]3[C:41](=[CH:42][C:43]([S:47]([N:50]4[CH2:54][CH2:53][CH2:52][CH:51]4[CH2:55][O:56][C:57]4[CH:58]=[N:59][CH:60]=[CH:61][CH:62]=4)(=[O:49])=[O:48])=[CH:44][CH:45]=3)[C:40](=[C:11]([C:14]#[N:15])[C:12]#[N:13])[C:39]2=[O:64])=[CH:65][CH:66]=1. Reported procedure: 2-{1-(4-Bromo-benzyl)-2-oxo-5-[2-(pyndine-3-yloxymethyl)-pyrrolidine-1-sulfonyl]-1,2-dihydro-indol-3-yl-idene}-malononitrile (30c) was prepared according to the same procedure for compound 26 except using 28c, to afford 16 mg (45%) of 30c as a purple solid, mp 232.3° C. (decomp). 1H NMR (300 MHz, CDCl3) δ 8.50 (s, 1H), 8.21 (m, 1H), 8.16 (s, 1H), 7.96 (d, J=8.4 Hz, 1H), 7.51 (d, J=8.1 Hz, 2H), 7.20 (m, 4H), 6.84 (d, J=8.7 Hz, 1H), 4.89 (m, 2H), 4.20 (m, 1H), 4.02 (m, 2H), 2.05-1.78 (m, 4H). The reactants are O=C([O-])O, ClC(Cl)Cl, OCc1cccc(Cl)n1, [Na+], O=S(Cl)Cl. Product: ClCc1cccc(Cl)n1. As a reaction SMILES: [C:14](=[O:15])([OH:16])[O-:17].[CH:19]([Cl:20])([Cl:21])[Cl:22].[Cl:5][c:6]1[cH:7][cH:8][cH:9][c:10]([CH2:12][OH:13])[n:11]1.[Na+:18].[S:1]([Cl:2])([Cl:3])=[O:4]>>[Cl:3][CH2:12][c:10]1[cH:9][cH:8][cH:7][c:6]([Cl:5])[n:11]1. Starting materials: ClC=1C=C(N)C=CC1Cl (3,4-dichloroaniline), CN1C(C=CC1=O)=O (N-methylmaleimide). The product is ClC=1C=C(C=CC1Cl)C=1C(=O)N(C(C1)=O)C (2-(3,4-dichlorophenyl)-N-methylmaleimide). Reaction SMILES: [Cl:1][C:2]1[CH:3]=[C:4]([CH:6]=[CH:7][C:8]=1[Cl:9])N.[CH3:10][N:11]1[C:15](=[O:16])[CH:14]=[CH:13][C:12]1=[O:17]>>[Cl:1][C:2]1[CH:3]=[C:4]([C:13]2[C:12]([N:11]([CH3:10])[C:15](=[O:16])[CH:14]=2)=[O:17])[CH:6]=[CH:7][C:8]=1[Cl:9]. Procedure details: A 162 g portion of 3,4-dichloroaniline was reacted with 111 g of N-methylmaleimide as described in Example 6, giving 112 g of 2-(3,4-dichlorophenyl)-N-methylmaleimide. The reactants are ClC(C(=O)O)Cl (dichloroacetic acid), C(C)(C)[N-]C(C)C.[Li+] (lithium diisopropylamide), BrCCCCCCCCCCBr (1,10 dibromodecane), C(C)(C)NC(C)C (diisopropylamine), C(CCC)[Li] (butyllithium), Cl (HCl). Solvent: C1CCOC1 (THF), O1CCCC1 (tetrahydrofuran), C1CCOC1 (THF). Reaction conditions: temperature -70 celsius, time 30 minute. The product is BrCCCCCCCCCCC(C(=O)O)(Cl)Cl (12-Bromo-2,2-dichlorododecanoic acid). The yield is 48.0%. RXN SMILES: [Cl:1][CH:2]([Cl:6])[C:3]([OH:5])=[O:4].C([N-]C(C)C)(C)C.[Li+].C(NC(C)C)(C)C.C([Li])CCC.[Br:27][CH2:28][CH2:29][CH2:30][CH2:31][CH2:32][CH2:33][CH2:34][CH2:35][CH2:36][CH2:37]Br.Cl>C1COCC1>[Br:27][CH2:28][CH2:29][CH2:30][CH2:31][CH2:32][CH2:33][CH2:34][CH2:35][CH2:36][CH2:37][C:2]([Cl:6])([Cl:1])[C:3]([OH:5])=[O:4] |f:1.2|. Procedure details: A solution of 6.41 g (49.7 mmol) dichloroacetic acid in 20 ml THF is added dropwise at -70° C. within 30 minutes to a solution of lithium diisopropylamide under a nitrogen atmosphere prepared at 0° C. in 150 ml tetrahydrofuran from 11.2 g (110 mmol) diisopropylamine and 66.0 ml (105 mmol) butyllithium (1.6 M in hexane). It was allowed to stir for a further 30 minutes at -70° C. and the clear yellow solution was admixed with 15.0 g (50.0 mmol) 1,10 dibromodecane dissolved in 30 ml THF and the tem... Conditions: time 3 hour. Starting materials: Cl.COC([C@@H](N)CC1=CC=CC=C1)=O ((L)-phenylalanine methyl ester hydrochloride), ClC(=O)OCC1=CC=CC=C1 (benzyl chloroformate), aqueous solution, C([O-])([O-])=O.[Na+].[Na+] (sodium carbonate). Solvent: C1(=CC=CC=C1)C (toluene). The yield is 95.8%. Procedure details: 20.0 g (92.73 mmol) of (L)-phenylalanine methyl ester hydrochloride was suspended in 93 ml of toluene, and 15.82 g (92.73 mmols) of benzyl chloroformate was added thereto. 130 ml of an aqueous solution of 1 M sodium carbonate was dropwise added thereto, while keeping it at 7° C. or lower, and stirred for 3 hours. After this was subjected to phase separation, the resulting organic layer was washed with 60 ml of 0.1 N hydrochloric acid and 60 ml of a saturated aqueous solution of sodium hydrogen c... As a reaction SMILES: Cl.[CH3:2][O:3][C:4](=[O:14])[C@H:5]([CH2:7][C:8]1[CH:13]=[CH:12][CH:11]=[CH:10][CH:9]=1)[NH2:6].Cl[C:16]([O:18][CH2:19][C:20]1[CH:25]=[CH:24][CH:23]=[CH:22][CH:21]=1)=[O:17].C(=O)([O-])[O-].[Na+].[Na+]>C1(C)C=CC=CC=1>[CH3:2][O:3][C:4](=[O:14])[C@H:5]([CH2:7][C:8]1[CH:13]=[CH:12][CH:11]=[CH:10][CH:9]=1)[NH:6][C:16]([O:18][CH2:19][C:20]1[CH:25]=[CH:24][CH:23]=[CH:22][CH:21]=1)=[O:17] |f:0.1,3.4.5|. Yields the product COC([C@@H](NC(=O)OCC1=CC=CC=C1)CC1=CC=CC=C1)=O (N-benzyloxycarbonyl-(L)-phenylalanine methyl ester). The reactants are CN(C=O)C (N,N-dimethylformamide), C[Si](C)(C)[N-][Si](C)(C)C.[Na+] (sodium bis(trimethylsilyl)amide), COC1CN(CC1)C=1C=C(C=CC1)S(=O)(=O)Cl (3-(3-Methoxypyrrolidin-1-yl)benzenesulfonyl chloride), N1C=C(C2=NC=CC=C21)C=2CCN(CC2)C(=O)OC(C)(C)C (tert-butyl 4-(1H-pyrrolo[3,2-b]pyridin-3-yl)-3,6-dihydropyridine-1(2H)-carboxylate). The solvent is O1CCCC1 (tetrahydrofuran), O1CCCC1 (tetrahydrofuran), O1CCCC1 (tetrahydrofuran). Run at temperature 5 celsius, time 20 minute. Product: COC1CN(CC1)C=1C=C(C=CC1)S(=O)(=O)N1C=C(C2=NC=CC=C21)C=2CCN(CC2)C(=O)OC(C)(C)C (tert-butyl 4-(1-{[3-(3-methoxypyrrolidin-1-yl)phenyl]sulfonyl}-1H-pyrrolo[3,2-b]pyridin-3-yl)-3,6-dihydropyridine-1(2H)-carboxylate). Reaction SMILES: [NH:1]1[C:9]2[C:4](=[N:5][CH:6]=[CH:7][CH:8]=2)[C:3]([C:10]2[CH2:11][CH2:12][N:13]([C:16]([O:18][C:19]([CH3:22])([CH3:21])[CH3:20])=[O:17])[CH2:14][CH:15]=2)=[CH:2]1.CN(C)C=O.C[Si]([N-][Si](C)(C)C)(C)C.[Na+].[CH3:38][O:39][CH:40]1[CH2:44][CH2:43][N:42]([C:45]2[CH:46]=[C:47]([S:51](Cl)(=[O:53])=[O:52])[CH:48]=[CH:49][CH:50]=2)[CH2:41]1>O1CCCC1>[CH3:38][O:39][CH:40]1[CH2:44][CH2:43][N:42]([C:45]2[CH:46]=[C:47]([S:51]([N:1]3[C:9]4[C:4](=[N:5][CH:6]=[CH:7][CH:8]=4)[C:3]([C:10]4[CH2:11][CH2:12][N:13]([C:16]([O:18][C:19]([CH3:22])([CH3:21])[CH3:20])=[O:17])[CH2:14][CH:15]=4)=[CH:2]3)(=[O:53])=[O:52])[CH:48]=[CH:49][CH:50]=2)[CH2:41]1 |f:2.3|. Procedure details: Into a 1-Neck round-bottom flask tert-butyl 4-(1H-pyrrolo[3,2-b]pyridin-3-yl)-3,6-dihydropyridine-1(2H)-carboxylate (100 mg, 0.000334 mol) was stirred in tetrahydrofuran (3 mL, 0.04 mol) and N,N-dimethylformamide (3 mL, 0.04 mol) at 5° C. and 1.0 M of sodium bis(trimethylsilyl)amide in tetrahydrofuran (0.50 mL) was added. The reaction was stirred for 20 minutes at 5° C. 3-(3-Methoxypyrrolidin-1-yl)benzenesulfonyl chloride (138 mg, 0.000501 mol) in tetrahydrofuran (3 mL, 0.04 mol) was added by sy...